From a dataset of the Open Reaction Database (ORD), a public repository of structured organic reaction records. describe an organic reaction: reactants, conditions, products, and yield The reactants are C1CCOC1, CI, [H-], [Na+], CC(C(=O)c1ccccc1)c1ccccn1. The product is CC(C)(C(=O)c1ccccc1)c1ccccn1. RXN SMILES: [CH2:21]1[O:22][CH2:23][CH2:24][CH2:25]1.[CH3:19][I:20].[H-:17].[Na+:18].[c:1]1([C:7]([CH:8]([CH3:9])[c:10]2[n:11][cH:12][cH:13][cH:14][cH:15]2)=[O:16])[cH:2][cH:3][cH:4][cH:5][cH:6]1>>[c:1]1([C:7]([C:8]([CH3:9])([c:10]2[n:11][cH:12][cH:13][cH:14][cH:15]2)[CH3:19])=[O:16])[cH:2][cH:3][cH:4][cH:5][cH:6]1. Reactants: BrCc1cccc(Br)c1, C1CCOC1, [Cl-], OCCF, [H-], [NH4+], [Na+]. Yields the product FCCOCc1cccc(Br)c1. Reaction SMILES: [Br:7][c:8]1[cH:9][c:10]([CH2:11][Br:12])[cH:13][cH:14][cH:15]1.[CH2:18]1[O:19][CH2:20][CH2:21][CH2:22]1.[Cl-:16].[F:3][CH2:4][CH2:5][OH:6].[H-:1].[NH4+:17].[Na+:2]>>[F:3][CH2:4][CH2:5][O:6][CH2:11][c:10]1[cH:9][c:8]([Br:7])[cH:15][cH:14][cH:13]1. Isolated yield 58.9%. Procedure details: A slurry of P2O5 (2.7 g, 19 mmol) and hexamethyldisiloxane (6.7 mL) in dichloroethane (13 mL) was heated to 90° C., while stirring under a N2 atmosphere. After stirring for 2 h, the resulting clear solution was allowed to cool to 40° C. 5-methylthio-4-(4-phenyl(1,3-thiazol-2-yl))thiophene-2-carboxamide (0.9 g, 2.7 mmol) as prepared in previous step was added to this solution and the mixture was heated at 75° C. for 5 h. This solution was cooled to room temperature and stirred with aqueous NaCl (... Reaction SMILES: O=P12OP3(OP(OP(O3)(O1)=O)(=O)O2)=O.C[Si](C)(C)O[Si](C)(C)C.[CH3:24][S:25][C:26]1[S:30][C:29]([C:31]([NH2:33])=O)=[CH:28][C:27]=1[C:34]1[S:35][CH:36]=[C:37]([C:39]2[CH:44]=[CH:43][CH:42]=[CH:41][CH:40]=2)[N:38]=1.[Na+].[Cl-]>ClC(Cl)C>[CH3:24][S:25][C:26]1[S:30][C:29]([C:31]#[N:33])=[CH:28][C:27]=1[C:34]1[S:35][CH:36]=[C:37]([C:39]2[CH:44]=[CH:43][CH:42]=[CH:41][CH:40]=2)[N:38]=1 |f:3.4|. Starting materials: [Na+].[Cl-] (NaCl), O=P12OP3(=O)OP(=O)(O1)OP(=O)(O2)O3 (P2O5), C[Si](O[Si](C)(C)C)(C)C (hexamethyldisiloxane), CSC1=C(C=C(S1)C(=O)N)C=1SC=C(N1)C1=CC=CC=C1 (5-methylthio-4-(4-phenyl(1,3-thiazol-2-yl))thiophene-2-carboxamide). Yields the product CSC1=C(C=C(S1)C#N)C=1SC=C(N1)C1=CC=CC=C1 (5-methylthio-4-(4-phenyl(1,3-thiazol-2-yl))thiophene-2-carbonitrile). Run in ClC(C)Cl (dichloroethane). Reaction conditions: temperature 40 celsius. Reactants: C(C)(C)(C)OC(=O)N[C@@H](CC(=O)OC)C(N1CCCC1)=O (Methyl (3S)-3-[(tert-butoxycarbonyl)amino]-4-oxo-4-pyrrolidin-1-ylbutanoate), C[Si]([N-][Si](C)(C)C)(C)C.[K+] (potassium hexamethyldisilazide), C(C=C)Br (Allyl bromide). Solvent: C1CCOC1 (THF). Conditions: temperature -78 celsius, time 30 minute. Product: C(C)(C)(C)OC(=O)N[C@H](C(N1CCCC1)=O)[C@@H](C(=O)OC)CC=C (Methyl (2S)-2-[(1S)-1-[(tert-butoxycarbonyl)amino]-2-oxo-2-pyrrolidin-1-ylethyl]pent-4-enoate). As a reaction SMILES: [C:1]([O:5][C:6]([NH:8][C@H:9]([C:15](=[O:21])[N:16]1[CH2:20][CH2:19][CH2:18][CH2:17]1)[CH2:10][C:11]([O:13][CH3:14])=[O:12])=[O:7])([CH3:4])([CH3:3])[CH3:2].C[Si](C)(C)[N-][Si](C)(C)C.[K+].[CH2:32](Br)[CH:33]=[CH2:34]>C1COCC1>[C:1]([O:5][C:6]([NH:8][C@@H:9]([C@H:10]([CH2:34][CH:33]=[CH2:32])[C:11]([O:13][CH3:14])=[O:12])[C:15](=[O:21])[N:16]1[CH2:17][CH2:18][CH2:19][CH2:20]1)=[O:7])([CH3:4])([CH3:2])[CH3:3] |f:1.2|. Procedure: To a stirred solution of the product from Step A (2.05 g, 6.83 mmol) in THF (30 mL) was added potassium hexamethyldisilazide (30.0 mL, 0.5M in toluene, 15.0 mmol) at −78° C. The resulting mixture was stirred at −78° C. for 30 min. Allyl bromide (3.0 mL, 34.7 mmol) was then added. After stirring at −78° C. for 2 h, the reaction was quenched with saturated aqueous ammonium chloride solution. The organic phase was separated and the aqueous phase was extracted with two portions of ethyl acetate. The... The reactants are O.C1(=CC=C(C=C1)S(=O)(=O)O)C (4-toluenesulfonic acid monohydrate), C(=O)C1=CN=CN1C (5-formyl-1-methylimidazole), C(CCS)S (1,3-propanedithiol). Run in C1(=CC=CC=C1)C (toluene). Yields the product S1C(SCCC1)C1=CN=CN1C (5-(1,3-dithian-2-yl)-1-methylimidazole). The yield is 63.9%. As a reaction SMILES: [CH:1]([C:3]1[N:7]([CH3:8])[CH:6]=[N:5][CH:4]=1)=O.O.C1(C)C=CC(S(O)(=O)=O)=CC=1.[CH2:21]([SH:25])[CH2:22][CH2:23][SH:24]>C1(C)C=CC=CC=1>[S:24]1[CH2:23][CH2:22][CH2:21][S:25][CH:1]1[C:3]1[N:7]([CH3:8])[CH:6]=[N:5][CH:4]=1 |f:1.2|. Reported procedure: 8.3 g (75.4 mmol) of 5-formyl-1-methylimidazole are dissolved in 120 ml of toluene, and 17.1 g (89.9 mmol) of 4-toluenesulfonic acid monohydrate are added. After addition of 8.12 g (75.0 mmol) of 1,3-propanedithiol, the suspension obtained in this way is boiled under reflux with a water trap. It is subsequently washed with 4N sodium hydroxide solution, and the organic phase is dried over sodium sulfate and concentrated in vacuo until crystallization starts. After storage in a refrigerator overni... Starting materials: C1(=CC=C(C=C1)N1N=CC(=C1)O)C (1-p-Tolyl-1H-pyrazol-4-ol), [H-].[Na+] (sodium hydride), O (Water), FC1=CC=C(C=C1)[N+](=O)[O-] (4-fluoro nitro benzene). Run in CN(C=O)C (dimethylformamide). Reaction conditions: time 0.5 hour. The product is [N+](=O)([O-])C1=CC=C(OC=2C=NN(C2)C2=CC=C(C=C2)C)C=C1 (4-(4-Nitro-phenoxy)-1-p-tolyl-1H-pyrazole). Reaction SMILES: [C:1]1([CH3:13])[CH:6]=[CH:5][C:4]([N:7]2[CH:11]=[C:10]([OH:12])[CH:9]=[N:8]2)=[CH:3][CH:2]=1.[H-].[Na+].F[C:17]1[CH:22]=[CH:21][C:20]([N+:23]([O-:25])=[O:24])=[CH:19][CH:18]=1.O>CN(C)C=O>[N+:23]([C:20]1[CH:21]=[CH:22][C:17]([O:12][C:10]2[CH:9]=[N:8][N:7]([C:4]3[CH:3]=[CH:2][C:1]([CH3:13])=[CH:6][CH:5]=3)[CH:11]=2)=[CH:18][CH:19]=1)([O-:25])=[O:24] |f:1.2|. Procedure details: 1-p-Tolyl-1H-pyrazol-4-ol (1.0 g, 5.75 mmol) in dimethylformamide was added to the cold slurry of sodium hydride (344 mg, 8.61 mmol). Reaction mixture was stirred for 0.5 hour followed by addition of 4-fluoro nitro benzene (810 mg, 5.74 mmol) in cold condition. Reaction mixture was stirred at 20-35° C. for 20 minutes. Water was then added to quench the reaction. The aqueous layer was extracted with diethylether and the combined organic layer was washed with brine solution and dried over anhydrou... Reactants: Clc1ccc(CNc2ncnc3c2CN(Cc2ccccc2)CC3)cn1, C[O-], CO, [Na+]. Product: COc1ccc(CNc2ncnc3c2CN(Cc2ccccc2)CC3)cn1. RXN SMILES: [CH2:1]([c:2]1[cH:3][cH:4][cH:5][cH:6][cH:7]1)[N:8]1[CH2:9][c:10]2[c:11]([n:12][cH:13][n:14][c:15]2[NH:16][CH2:17][c:18]2[cH:19][n:20][c:21]([Cl:24])[cH:22][cH:23]2)[CH2:25][CH2:26]1.[CH3:27][O-:28].[CH3:30][OH:31].[Na+:29]>>[CH2:1]([c:2]1[cH:3][cH:4][cH:5][cH:6][cH:7]1)[N:8]1[CH2:9][c:10]2[c:11]([n:12][cH:13][n:14][c:15]2[NH:16][CH2:17][c:18]2[cH:19][n:20][c:21]([O:28][CH3:27])[cH:22][cH:23]2)[CH2:25][CH2:26]1. Reactants: FC=1C=C(C=CC1F)C1NC(N(C2=CC=CC=C12)CC1=CC=C(C=C1)OC)=O (4-(3,4-Difluorophenyl)-1-(4-methoxybenzyl)-3,4-dihydro-quinazolin-2-one), C(C)(C)[N-]C(C)C.[Li+] (lithium diisopropylamide), ClC(=O)OC1=CC=C(C=C1)[N+](=O)[O-] (4-nitrophenyl chloroformate). The solvent is C1CCOC1 (THF), C1CCOC1 (THF). The product is FC=1C=C(C=CC1F)C1N(C(N(C2=CC=CC=C12)CC1=CC=C(C=C1)OC)=O)C(=O)OC1=CC=C(C=C1)[N+](=O)[O-] (4-(3,4-Difluorophenyl)-1-(4-methoxybenzyl)-3-(4-nitrophenoxycarbonyl)-3,4-dihydro-quinazolin-2-one). RXN SMILES: [F:1][C:2]1[CH:3]=[C:4]([CH:9]2[C:18]3[C:13](=[CH:14][CH:15]=[CH:16][CH:17]=3)[N:12]([CH2:19][C:20]3[CH:25]=[CH:24][C:23]([O:26][CH3:27])=[CH:22][CH:21]=3)[C:11](=[O:28])[NH:10]2)[CH:5]=[CH:6][C:7]=1[F:8].C([N-]C(C)C)(C)C.[Li+].Cl[C:38]([O:40][C:41]1[CH:46]=[CH:45][C:44]([N+:47]([O-:49])=[O:48])=[CH:43][CH:42]=1)=[O:39]>C1COCC1>[F:1][C:2]1[CH:3]=[C:4]([CH:9]2[C:18]3[C:13](=[CH:14][CH:15]=[CH:16][CH:17]=3)[N:12]([CH2:19][C:20]3[CH:21]=[CH:22][C:23]([O:26][CH3:27])=[CH:24][CH:25]=3)[C:11](=[O:28])[N:10]2[C:38]([O:40][C:41]2[CH:42]=[CH:43][C:44]([N+:47]([O-:49])=[O:48])=[CH:45][CH:46]=2)=[O:39])[CH:5]=[CH:6][C:7]=1[F:8] |f:1.2|. Procedure details: The title compound was prepared by treating 10 (0.292 g, 0.767 mmol) with lithium diisopropylamide (2.0 M THF solution, 1.1 equivalents) in THF at −78° C. for 20 minutes followed by the rapid addition of 4-nitrophenyl chloroformate (1.5 equivalents) in THF. The 1H NMR was consistent with the assigned structure. Reactants: CC(=O)O, CCOC(=O)c1c(C=NO)c2cc(F)ccc2n1Cc1cccc2ccccc12, CC(=O)[O-], [Na+], [Zn]. Product: CCOC(=O)c1c(CN)c2cc(F)ccc2n1Cc1cccc2ccccc12. Reaction SMILES: [C:35]([OH:36])(=[O:37])[CH3:38].[CH2:1]([CH3:2])[O:3][C:4](=[O:5])[c:6]1[n:7]([CH2:19][c:20]2[cH:21][cH:22][cH:23][c:24]3[cH:25][cH:26][cH:27][cH:28][c:29]23)[c:8]2[cH:9][cH:10][c:11]([F:18])[cH:12][c:13]2[c:14]1[CH:15]=[N:16][OH:17].[CH3:31][C:32](=[O:33])[O-:34].[Na+:30].[Zn:39]>>[CH2:1]([CH3:2])[O:3][C:4](=[O:5])[c:6]1[n:7]([CH2:19][c:20]2[cH:21][cH:22][cH:23][c:24]3[cH:25][cH:26][cH:27][cH:28][c:29]23)[c:8]2[cH:9][cH:10][c:11]([F:18])[cH:12][c:13]2[c:14]1[CH2:15][NH2:16]. Reactants: [N+](=O)([O-])C1=CC=C(C=C1)C1=NNC=N1 (3-(4-nitrophenyl)-1H-[1,2,4]triazole), C(#N)C1=CC=C(C(=O)N)C=C1 (4-Cyanobenzamide), CCOCC (Et2O), O.NN (hydrazine monohydrate). Solvent: CN(C)C(OC)OC (DMF-DMA). The product is N1N=C(N=C1)C1=CC=C(C#N)C=C1 (4-(1H-[1,2,4]triazol-3-yl)-benzonitrile). RXN SMILES: [N+]([C:4]1[CH:9]=[CH:8][C:7]([C:10]2[N:14]=[CH:13][NH:12][N:11]=2)=[CH:6][CH:5]=1)([O-])=O.[C:15](C1C=CC(C(N)=O)=CC=1)#[N:16].O.NN.CCOCC>CN(C(OC)OC)C>[NH:12]1[CH:13]=[N:14][C:10]([C:7]2[CH:8]=[CH:9][C:4]([C:15]#[N:16])=[CH:5][CH:6]=2)=[N:11]1 |f:2.3|. Procedure details: The general procedure outlined by Lin et al. (J. Org. Chem. 1979, 44, 4163) for preparation of 3-(4-nitrophenyl)-1H-[1,2,4]triazole was used. 4-Cyanobenzamide (21.63 g, 0.148 mol) was dissolved in DMF-DMA (100 mL) and was stirred at reflux under N2 for 8 h. The mixture was concentrated to dryness and suspended in AcOH (50 mL). The vessel was then charged with hydrazine monohydrate (7.18 mL, 0.148 mmol) and stirred at reflux for 1 h before concentration. The desired 4-(1H-[1,2,4]triazol-3-yl)-ben...